This data is from the Open Reaction Database (ORD), a public repository of structured organic reaction records. The task is: describe an organic reaction: reactants, conditions, products, and yield Starting materials: CCO, O=CO, [N-]=[N+]=NC(c1ccc(F)cc1Br)C(F)(F)F, NN. The product is NC(c1ccc(F)cc1Br)C(F)(F)F. As a reaction SMILES: [CH3:22][CH2:23][OH:24].[CH:17]([OH:18])=[O:19].[N:1](=[N+:2]=[N-:3])[CH:4]([C:5]([F:6])([F:7])[F:8])[c:9]1[c:10]([Br:16])[cH:11][c:12]([F:15])[cH:13][cH:14]1.[NH2:20][NH2:21]>>[NH2:1][CH:4]([C:5]([F:6])([F:7])[F:8])[c:9]1[c:10]([Br:16])[cH:11][c:12]([F:15])[cH:13][cH:14]1.